describe an organic reaction: reactants, conditions, products, and yield From a dataset of the Open Reaction Database (ORD), a public repository of structured organic reaction records. Starting materials: C(C)(C)(C)C=1N=C(C2=C(N1)N(N=N2)CC2=C(C=CC=C2)Cl)N2CCOCC2 (5-tert-Butyl-3-(2-chloro-benzyl)-7-morpholin-4-yl-3H-[1,2,3]triazolo[4,5-d]pyrimidine), C(C)(C)(C)C=1N=C(C2=C(N1)N(N=N2)CC2=C(C=CC=C2)Cl)Cl (5-tert-butyl-7-chloro-3-(2-chlorobenzyl)-3H-[1,2,3]triazolo[4,5-d]pyrimidine), CC1(NCCOC1)C (3,3-dimethylmorpholine). The product is C(C)(C)(C)C=1N=C(C2=C(N1)N(N=N2)CC2=C(C=CC=C2)Cl)N2C(COCC2)(C)C (5-tert-Butyl-3-(2-chloro-benzyl)-7-(3,3-dimethyl-morpholin-4-yl)-3H-[1,2,3]triazolo[4,5-d]pyrimidine), gum. Yield: 64.0%. Reaction SMILES: C(C1N=C(N2CCOCC2)C2N=NN(CC3C=CC=CC=3Cl)C=2N=1)(C)(C)C.[C:28]([C:32]1[N:33]=[C:34](Cl)[C:35]2[N:40]=[N:39][N:38]([CH2:41][C:42]3[CH:47]=[CH:46][CH:45]=[CH:44][C:43]=3[Cl:48])[C:36]=2[N:37]=1)([CH3:31])([CH3:30])[CH3:29].[CH3:50][C:51]1([CH3:57])[CH2:56][O:55][CH2:54][CH2:53][NH:52]1>>[C:28]([C:32]1[N:33]=[C:34]([N:52]2[CH2:53][CH2:54][O:55][CH2:56][C:51]2([CH3:57])[CH3:50])[C:35]2[N:40]=[N:39][N:38]([CH2:41][C:42]3[CH:47]=[CH:46][CH:45]=[CH:44][C:43]=3[Cl:48])[C:36]=2[N:37]=1)([CH3:31])([CH3:30])[CH3:29]. Reported procedure: In analogy to the procedure described for the synthesis of 5-tert-butyl-3-(2-chloro-benzyl)-7-morpholin-4-yl-3H-[1,2,3]triazolo[4,5-d]pyrimidine (example 1, step c), the title compound was prepared from 5-tert-butyl-7-chloro-3-(2-chlorobenzyl)-3H-[1,2,3]triazolo[4,5-d]pyrimidine and 3,3-dimethylmorpholine and isolated as colorless gum (12.5 mg, 64%). MS (m/e): 415.4 (MH+).